This data is from the Open Reaction Database (ORD), a public repository of structured organic reaction records. The task is: describe an organic reaction: reactants, conditions, products, and yield Product: CC1C(c2ccccc2)N(C(=O)CC(c2ccccc2)c2ccc(S(C)(=O)=O)cc2)C(=O)N1C. Reactants: Br[Mg]c1ccccc1, CCCC[B+]CCCC, C1CCOC1, CN(C)CCN(C)C, CC1C(c2ccccc2)N(C(=O)C=Cc2ccc(S(C)(=O)=O)cc2)C(=O)N1C, [Cu]I, O=S(=O)([O-])C(F)(F)F. RXN SMILES: [Br:9][Mg:10][c:11]1[cH:12][cH:13][cH:14][cH:15][cH:16]1.[CH2:25]([B+:26][CH2:27][CH2:28][CH2:29][CH3:30])[CH2:31][CH2:32][CH3:33].[CH2:62]1[O:63][CH2:64][CH2:65][CH2:66]1.[CH3:1][N:2]([CH3:3])[CH2:4][CH2:5][N:6]([CH3:7])[CH3:8].[CH3:34][S:35](=[O:36])(=[O:37])[c:38]1[cH:39][cH:40][c:41]([CH:44]=[CH:45][C:46](=[O:47])[N:48]2[C:49](=[O:61])[N:50]([CH3:60])[CH:51]([CH3:59])[CH:52]2[c:53]2[cH:54][cH:55][cH:56][cH:57][cH:58]2)[cH:42][cH:43]1.[Cu:67][I:68].[S:17]([O-:18])([C:19]([F:20])([F:21])[F:22])(=[O:23])=[O:24]>>[c:11]1([CH:44]([c:41]2[cH:40][cH:39][c:38]([S:35]([CH3:34])(=[O:36])=[O:37])[cH:43][cH:42]2)[CH2:45][C:46](=[O:47])[N:48]2[C:49](=[O:61])[N:50]([CH3:60])[CH:51]([CH3:59])[CH:52]2[c:53]2[cH:54][cH:55][cH:56][cH:57][cH:58]2)[cH:12][cH:13][cH:14][cH:15][cH:16]1. The reactants are COC(C1=CC(=C(C=C1)O)Cl)=O (Methyl-4-hydroxy-3-chlorobenzoate), C([O-])([O-])=O.[K+].[K+] (potassium carbonate), C(C)I (ethyl iodide). The solvent is CN(C)C=O (DMF). Reaction conditions: temperature 70 celsius. Product: ClC=1C=C(C(=O)OC)C=CC1OCC (Methyl 3-chloro-4-(ethyloxy)benzoate). The yield is 97.7%. RXN SMILES: [CH3:1][O:2][C:3](=[O:12])[C:4]1[CH:9]=[CH:8][C:7]([OH:10])=[C:6]([Cl:11])[CH:5]=1.C(=O)([O-])[O-].[K+].[K+].[CH2:19](I)[CH3:20]>CN(C=O)C>[Cl:11][C:6]1[CH:5]=[C:4]([CH:9]=[CH:8][C:7]=1[O:10][CH2:19][CH3:20])[C:3]([O:2][CH3:1])=[O:12] |f:1.2.3|. Procedure details: Methyl-4-hydroxy-3-chlorobenzoate (10 g, 53.6 mmol) and potassium carbonate (14.8 g, 107.2 mmol) were suspended in DMF (110 ml) and then ethyl iodide (8.56 ml, 107.2 mmol) was added. The reaction mixture was heated to 70° C. overnight. The reaction mixture was filtered and the residue washed with ether. The organic solutions were evaporated in vacuo and then dissolved in EtOAc and washed with aq. NaOH and water, dried and evaporated to dryness in vacuo to afford the title compound (11.24 g) as a... The reactants are C(C=C)I (allyl iodide), O1C(OCCC1)C1=CC(=C(C=C1)C=1SC2=NC(=CC=C2N1)C(CC=C)C1=CC=CC=C1)F (2-(4-(1,3-dioxan-2-yl)-2-fluorophenyl)-5-(1-phenylbut-3-enyl)-thiazolo[5,4-b]pyridine), C[Si](C)(C)[N-][Si](C)(C)C.[Na+] (sodium bis(trimethylsilyl)amide), solution, O1CCCC1 (tetrahydrofuran). The solvent is CN(C)C=O (DMF). Run at time 2 minute. The product is O1C(OCCC1)C1=CC(=C(C=C1)C=1SC2=NC(=CC=C2N1)C(CC=C)(CC=C)C1=CC=CC=C1)F (2-(4-(1,3-dioxan-2-yl)-2-fluorophenyl)-5-(4-phenylhepta-1,6-dien-4-yl)thiazolo[5,4-b]pyridine). Reaction SMILES: [O:1]1[CH2:6][CH2:5][CH2:4][O:3][CH:2]1[C:7]1[CH:12]=[CH:11][C:10]([C:13]2[S:14][C:15]3[C:20]([N:21]=2)=[CH:19][CH:18]=[C:17]([CH:22]([C:26]2[CH:31]=[CH:30][CH:29]=[CH:28][CH:27]=2)[CH2:23][CH:24]=[CH2:25])[N:16]=3)=[C:9]([F:32])[CH:8]=1.C[Si]([N-][Si](C)(C)C)(C)C.[Na+].O1C[CH2:46][CH2:45][CH2:44]1.C(I)C=C>CN(C=O)C>[O:3]1[CH2:4][CH2:5][CH2:6][O:1][CH:2]1[C:7]1[CH:12]=[CH:11][C:10]([C:13]2[S:14][C:15]3[C:20]([N:21]=2)=[CH:19][CH:18]=[C:17]([C:22]([C:26]2[CH:27]=[CH:28][CH:29]=[CH:30][CH:31]=2)([CH2:46][CH:45]=[CH2:44])[CH2:23][CH:24]=[CH2:25])[N:16]=3)=[C:9]([F:32])[CH:8]=1 |f:1.2|. Reported procedure: To a slurry of 2-(4-(1,3-dioxan-2-yl)-2-fluorophenyl)-5-(1-phenylbut-3-enyl)-thiazolo[5,4-b]pyridine (1.17 g, 2.62 mmol) in 20 mL DMF under argon was added sodium bis(trimethylsilyl)amide, 1.0M solution in tetrahydrofuran (3.28 mL, 3.28 mmol). The reaction mixture became deep blue/purple. After 2 min, allyl iodide (0.362 mL, 3.93 mmol) was added and the reaction became light orange after 1 min. After 5 min total, the reaction mixture was quenched with sat'd aq. NH4Cl, EtOAc, and water. The organ... Reactants: CCOC(=O)c1cc(Br)n(S(=O)(=O)c2cccnc2)c1C, COCCOC, [Na+], [Na+], O=C([O-])[O-], OB(O)c1ccccc1. Product: CCOC(=O)c1cc(-c2ccccc2)n(S(=O)(=O)c2cccnc2)c1C. RXN SMILES: [Br:1][c:2]1[cH:3][c:4]([C:17](=[O:18])[O:19][CH2:20][CH3:21])[c:5]([CH3:16])[n:6]1[S:7](=[O:8])(=[O:9])[c:10]1[cH:11][n:12][cH:13][cH:14][cH:15]1.[CH3:37][O:38][CH2:39][CH2:40][O:41][CH3:42].[Na+:31].[Na+:32].[O-:33][C:34](=[O:35])[O-:36].[OH:22][B:23]([OH:24])[c:25]1[cH:26][cH:27][cH:28][cH:29][cH:30]1>>[c:2]1(-[c:25]2[cH:26][cH:27][cH:28][cH:29][cH:30]2)[cH:3][c:4]([C:17](=[O:18])[O:19][CH2:20][CH3:21])[c:5]([CH3:16])[n:6]1[S:7](=[O:8])(=[O:9])[c:10]1[cH:11][n:12][cH:13][cH:14][cH:15]1.